Dataset: the Open Reaction Database (ORD), a public repository of structured organic reaction records. Task: describe an organic reaction: reactants, conditions, products, and yield Reactants: Cn1ccn2c(=O)c(OCc3ccccc3)c(C(=O)O)nc12, Cl, NCC(=O)Cc1ccc(Cl)cc1. The product is Cn1ccn2c(=O)c(OCc3ccccc3)c(C(=O)NCC(=O)Cc3ccc(Cl)cc3)nc12. RXN SMILES: [CH2:1]([c:2]1[cH:3][cH:4][cH:5][cH:6][cH:7]1)[O:8][c:9]1[c:10]([C:20](=[O:21])[OH:22])[n:11][c:12]2[n:13]([c:14]1=[O:15])[cH:16][cH:17][n:18]2[CH3:19].[ClH:23].[NH2:24][CH2:25][C:26]([CH2:27][c:28]1[cH:29][cH:30][c:31]([Cl:34])[cH:32][cH:33]1)=[O:35]>>[CH2:1]([c:2]1[cH:3][cH:4][cH:5][cH:6][cH:7]1)[O:8][c:9]1[c:10]([C:20](=[O:21])[NH:24][CH2:25][C:26]([CH2:27][c:28]2[cH:29][cH:30][c:31]([Cl:34])[cH:32][cH:33]2)=[O:35])[n:11][c:12]2[n:13]([c:14]1=[O:15])[cH:16][cH:17][n:18]2[CH3:19].